This data is from the Open Reaction Database (ORD), a public repository of structured organic reaction records. The task is: describe an organic reaction: reactants, conditions, products, and yield Starting materials: FC1=C(C(=O)O)C=C(C(=C1)CCC)O (2-Fluoro-5-hydroxy-4-propylbenzoic acid), [N+](=O)(O)[O-] (nitric acid). The solvent is [N+](=O)([O-])C (nitromethane). Run at temperature 40 celsius. The product is FC1=CC(=C(C(=C1C(=O)O)[N+](=O)[O-])O)CCC (6-fluoro-3-hydroxy-2-nitro-4-propylbenzoic acid). The yield is 48.0%. Reaction SMILES: [F:1][C:2]1[CH:10]=[C:9]([CH2:11][CH2:12][CH3:13])[C:8]([OH:14])=[CH:7][C:3]=1[C:4]([OH:6])=[O:5].[N+:15]([O-])([OH:17])=[O:16]>[N+](C)([O-])=O>[F:1][C:2]1[C:3]([C:4]([OH:6])=[O:5])=[C:7]([N+:15]([O-:17])=[O:16])[C:8]([OH:14])=[C:9]([CH2:11][CH2:12][CH3:13])[CH:10]=1. Reported procedure: 2-Fluoro-5-hydroxy-4-propylbenzoic acid (500 mg, 2.52 mmol) was dissolved in nitromethane (50 mL) through heating to 40° C. and nitric acid (90%, 120 μL, 2.52 mmol) was added. After 10 min at 40° C. followed by reaction at room temperature for 2 h the solvent was evaporated. The residue was dissolved in EtOAc (150 mL), washed with brine (10 mL), dried (MgSO4) and concentrated to dryness giving 640 mg of crude product. Subsequent purification by flash chromatography (SiO2, EtOAc-HOAc 50:1) afford... Starting materials: COc1cc2nc(Nc3ccc(N4CCOCC4)cc3)ncc2cc1Br, C[S-], [Na+], CN(C)C=O. The product is Oc1cc2nc(Nc3ccc(N4CCOCC4)cc3)ncc2cc1Br. Reaction SMILES: [Br:1][c:2]1[cH:3][c:4]2[cH:5][n:6][c:7]([NH:14][c:15]3[cH:16][cH:17][c:18]([N:21]4[CH2:22][CH2:23][O:24][CH2:25][CH2:26]4)[cH:19][cH:20]3)[n:8][c:9]2[cH:10][c:11]1[O:12][CH3:13].[CH3:27][S-:28].[Na+:29].[O:30]=[CH:31][N:32]([CH3:33])[CH3:34]>>[Br:1][c:2]1[cH:3][c:4]2[cH:5][n:6][c:7]([NH:14][c:15]3[cH:16][cH:17][c:18]([N:21]4[CH2:22][CH2:23][O:24][CH2:25][CH2:26]4)[cH:19][cH:20]3)[n:8][c:9]2[cH:10][c:11]1[OH:12]. The reactants are 47, CN1C(NC2=C1C=CC=C2)=O (1,3-dihydro-1-methyl-2H-benzimidazol-2-one), [OH-].[Na+] (sodium hydroxide), BrCCCCl (1-bromo-3-chloropropane). The reagents and catalysts are [Cl-].C(C)[N+](CC1=CC=CC=C1)(CC)CC (N,N,N-triethylbenzenemethanaminium chloride). Conditions: temperature 70 celsius, time 1 hour. The product is 80, ClCCCN1C(N(C2=C1C=CC=C2)C)=O (1-(3-chloropropyl)-1,3-dihydro-3-methyl-2H-benzimidazol-2-one). As a reaction SMILES: [CH3:1][N:2]1[C:6]2[CH:7]=[CH:8][CH:9]=[CH:10][C:5]=2[NH:4][C:3]1=[O:11].[OH-].[Na+].Br[CH2:15][CH2:16][CH2:17][Cl:18]>[Cl-].C([N+](CC)(CC)CC1C=CC=CC=1)C>[Cl:18][CH2:17][CH2:16][CH2:15][N:4]1[C:5]2[CH:10]=[CH:9][CH:8]=[CH:7][C:6]=2[N:2]([CH3:1])[C:3]1=[O:11] |f:1.2,4.5|. Procedure: To a stirred mixture of 47 parts of 1,3-dihydro-1-methyl-2H-benzimidazol-2-one, 5 parts of N,N,N-triethylbenzenemethanaminium chloride and 375 parts of a sodium hydroxide solution 50% are added 96 parts of 1-bromo-3-chloropropane at 60° C. The whole is heated to 70° C. and stirring is continued for 1 hour at 70° C. The reaction mixture is poured onto crushed ice and the product is extracted with methylbenzene. The extract is washed with water, dried, filtered and evaporated, yielding 80 parts of... The reactants are Cl (HCl), O1CCOCC1 (1,4-dioxane), OCC1CCN(CC1)C1=CC=C(C=C1)C1=CC(N(C=C1)CC[C@@](C(=O)NOC1OCCCC1)(C)S(=O)(=O)C)=O ((R)-4-{4-[4-(4-hydroxymethyl-piperidin-1-yl)-phenyl]-2-oxo-2H-pyridin-1-yl}-2-methanesulfonyl-2-methyl-N-(tetrahydro-pyran-2-yloxy)-butyramide). The solvent is CO (methanol), C(Cl)Cl (methylene chloride). Conditions: time 45 minute. The product is Cl.ONC([C@](CCN1C(C=C(C=C1)C1=CC=C(C=C1)N1CCC(CC1)CO)=O)(C)S(=O)(=O)C)=O ((R)—N—Hydroxy-4-{4-[4-(4-hydroxymethyl-piperidin-1-yl)-phenyl]-2-oxo-2H-pyridin-1-yl}-2-methanesulfonyl-2-methyl-butyramide hydrochloride). As a reaction SMILES: [OH:1][CH2:2][CH:3]1[CH2:8][CH2:7][N:6]([C:9]2[CH:14]=[CH:13][C:12]([C:15]3[CH:20]=[CH:19][N:18]([CH2:21][CH2:22][C@:23]([S:35]([CH3:38])(=[O:37])=[O:36])([CH3:34])[C:24]([NH:26][O:27]C4CCCCO4)=[O:25])[C:17](=[O:39])[CH:16]=3)=[CH:11][CH:10]=2)[CH2:5][CH2:4]1.[ClH:40].O1CCOCC1>C(Cl)Cl.CO>[ClH:40].[OH:27][NH:26][C:24](=[O:25])[C@@:23]([S:35]([CH3:38])(=[O:37])=[O:36])([CH3:34])[CH2:22][CH2:21][N:18]1[CH:19]=[CH:20][C:15]([C:12]2[CH:11]=[CH:10][C:9]([N:6]3[CH2:7][CH2:8][CH:3]([CH2:2][OH:1])[CH2:4][CH2:5]3)=[CH:14][CH:13]=2)=[CH:16][C:17]1=[O:39] |f:5.6|. Procedure: (R)-4-{4-[4-(4-hydroxymethyl-piperidin-1-yl)-phenyl]-2-oxo-2H-pyridin-1-yl}-2-methanesulfonyl-2-methyl-N-(tetrahydro-pyran-2-yloxy)-butyramide (85.1 mg, 0.152 mmol) was dissolved in methylene chloride (5 mL) at ambient temperature. To this solution was added 4M HCl in 1,4-dioxane (0.304 mL, 1.22 mmol) and methanol (1 ml). The resulting solution was stirred at ambient temperature for 45 minutes. The solution was concentrated to a crude residue in vacuo. To the residue was added ethyl acetate (10 ... The product is BrCC1=C(N=NN1C1=C(C=CC=C1Cl)Cl)C(C)C (5-Bromomethyl-1-(2,6-dichlorophenyl)-4-isopropyl-1H-[1,2,3]triazole). Reported procedure: To a solution of (1-(2,6-dichlorophenyl)-4-isopropyl-1H-1,2,3-triazol-5-yl)methanol (3.0 g, 0.01048 mol) and CBr4 in CH2Cl2 (15 ml) is added a solution of triphenylphosphine (3.50 g, 0.01334 mol) in CH2Cl2 (10 ml) at 0° C. Stir the solution for 4 h at room temperature and concentrate in vacuo to give crude product. Purify by column chromatography over silica gel eluting with 7:3 hexane/ethyl acetate to give 3.0 g (82%) of the title compound. ES/MS m/e (79Br/81Br) 348/350 [M+H]+. Conditions: time 4 hour. The solvent is C(Cl)Cl (CH2Cl2), C(Cl)Cl (CH2Cl2). Reactants: ClC1=C(C(=CC=C1)Cl)N1N=NC(=C1CO)C(C)C ((1-(2,6-dichlorophenyl)-4-isopropyl-1H-1,2,3-triazol-5-yl)methanol), C(Br)(Br)(Br)Br (CBr4), C1(=CC=CC=C1)P(C1=CC=CC=C1)C1=CC=CC=C1 (triphenylphosphine). Yield: 82.0%. RXN SMILES: [Cl:1][C:2]1[CH:7]=[CH:6][CH:5]=[C:4]([Cl:8])[C:3]=1[N:9]1[C:13]([CH2:14]O)=[C:12]([CH:16]([CH3:18])[CH3:17])[N:11]=[N:10]1.C(Br)(Br)(Br)[Br:20].C1(P(C2C=CC=CC=2)C2C=CC=CC=2)C=CC=CC=1>C(Cl)Cl>[Br:20][CH2:14][C:13]1[N:9]([C:3]2[C:2]([Cl:1])=[CH:7][CH:6]=[CH:5][C:4]=2[Cl:8])[N:10]=[N:11][C:12]=1[CH:16]([CH3:18])[CH3:17]. The reactants are CC(C)(C)CC(C)(C)N, O=S1(=O)N=C(Cl)Nc2cc(Cl)sc21, Cl, O. Product: CC(C)(C)CC(C)(C)NC1=NS(=O)(=O)c2sc(Cl)cc2N1. RXN SMILES: [CH3:14][C:15]([CH2:16][C:17]([CH3:18])([CH3:19])[CH3:20])([CH3:21])[NH2:22].[Cl:1][C:2]1=[N:3][S:4](=[O:12])(=[O:13])[c:5]2[c:6]([cH:8][c:9]([Cl:11])[s:10]2)[NH:7]1.[ClH:23].[OH2:24]>>[C:2]1([NH:22][C:15]([CH3:14])([CH2:16][C:17]([CH3:18])([CH3:19])[CH3:20])[CH3:21])=[N:3][S:4](=[O:12])(=[O:13])[c:5]2[c:6]([cH:8][c:9]([Cl:11])[s:10]2)[NH:7]1. RXN SMILES: [CH3:1][S:2][CH2:3][S:4]([CH3:6])=[O:5].[H-].[Na+].[C:9](#[N:13])[CH:10]([CH3:12])[CH3:11].C(Cl)Cl>O1CCCC1.O>[CH3:6][S:4]([C:3]([S:2][CH3:1])=[C:9]([NH2:13])[CH:10]([CH3:12])[CH3:11])=[O:5] |f:1.2|. Run in O (water), O1CCCC1 (tetrahydrofuran). Reaction conditions: time 30 minute. Reactants: C(Cl)Cl (methylene chloride), CSCS(=O)C (methyl methylthiomethyl sulfoxide), C(C(C)C)#N (isobutyronitrile), [H-].[Na+] (sodium hydride). Yields the product CS(=O)C(=C(C(C)C)N)SC (1-methylsulfinyl-1-methylthio-2-amino-3-methyl-1-butene). Reported procedure: 1.20 Grams of methyl methylthiomethyl sulfoxide was dissolved in 10 ml of tetrahydrofuran (THF), and to which 250 mg of sodium hydride was added under cooling with ice. Then the system was stirred for 30 minutes at room temperature. Subsequently, 1.25 ml of isobutyronitrile was added, followed by 13 hours' stirring at room temperature, further addition of 50 ml of methylene chloride and 1 ml of water, and additional 30 minutes' stirring at room temperature. After drying with Glauber's salt, the ...